This data is from the Open Reaction Database (ORD), a public repository of structured organic reaction records. The task is: describe an organic reaction: reactants, conditions, products, and yield Starting materials: CS(=O)(=O)Cl, Cc1ccc2c(N3CCN(CCc4cccc(N)c4)CC3)cccc2n1, c1ccncc1. The product is Cc1ccc2c(N3CCN(CCc4cccc(NS(C)(=O)=O)c4)CC3)cccc2n1. As a reaction SMILES: [CH3:1][S:2]([Cl:3])(=[O:4])=[O:5].[CH3:6][c:7]1[n:8][c:9]2[cH:10][cH:11][cH:12][c:13]([N:17]3[CH2:18][CH2:19][N:20]([CH2:23][CH2:24][c:25]4[cH:26][c:27]([NH2:28])[cH:29][cH:30][cH:31]4)[CH2:21][CH2:22]3)[c:14]2[cH:15][cH:16]1.[cH:32]1[cH:33][cH:34][n:35][cH:36][cH:37]1>>[CH3:1][S:2](=[O:4])(=[O:5])[NH:28][c:27]1[cH:26][c:25]([CH2:24][CH2:23][N:20]2[CH2:19][CH2:18][N:17]([c:13]3[cH:12][cH:11][cH:10][c:9]4[n:8][c:7]([CH3:6])[cH:16][cH:15][c:14]43)[CH2:22][CH2:21]2)[cH:31][cH:30][cH:29]1. Starting materials: CCOCC, ClCCl, Cl, C1COCCO1, CC(C)(C)OC(=O)N1CCC(Oc2cc(=O)n(-c3ccc(S(C)(=O)=O)cc3)nc2CO)CC1. Product: Cl, CS(=O)(=O)c1ccc(-n2nc(CO)c(OC3CCNCC3)cc2=O)cc1. Reaction SMILES: [CH3:41][CH2:42][O:43][CH2:44][CH3:45].[Cl:46][CH2:47][Cl:48].[ClH:34].[O:35]1[CH2:36][CH2:37][O:38][CH2:39][CH2:40]1.[OH:1][CH2:2][c:3]1[n:4][n:5](-[c:24]2[cH:25][cH:26][c:27]([S:30](=[O:31])(=[O:32])[CH3:33])[cH:28][cH:29]2)[c:6](=[O:23])[cH:7][c:8]1[O:9][CH:10]1[CH2:11][CH2:12][N:13]([C:16]([O:17][C:18]([CH3:19])([CH3:20])[CH3:21])=[O:22])[CH2:14][CH2:15]1>>[ClH:34].[OH:1][CH2:2][c:3]1[n:4][n:5](-[c:24]2[cH:25][cH:26][c:27]([S:30](=[O:31])(=[O:32])[CH3:33])[cH:28][cH:29]2)[c:6](=[O:23])[cH:7][c:8]1[O:9][CH:10]1[CH2:11][CH2:12][NH:13][CH2:14][CH2:15]1. Starting materials: FC=1C=C2CCC(C2=CC1)=O (5-Fluoro-1-indanone), C1(=CC=CC=C1)S (benzenethiol), C([O-])([O-])=O.[K+].[K+] (potassium carbonate). The product is C1(=CC=CC=C1)SC=1C=C2CCC(C2=CC1)=O (5-phenylsulfanyl-indan-1-one). As a reaction SMILES: F[C:2]1[CH:3]=[C:4]2[C:8](=[CH:9][CH:10]=1)[C:7](=[O:11])[CH2:6][CH2:5]2.[C:12]1([SH:18])[CH:17]=[CH:16][CH:15]=[CH:14][CH:13]=1.C(=O)([O-])[O-].[K+].[K+]>>[C:12]1([S:18][C:2]2[CH:3]=[C:4]3[C:8](=[CH:9][CH:10]=2)[C:7](=[O:11])[CH2:6][CH2:5]3)[CH:17]=[CH:16][CH:15]=[CH:14][CH:13]=1 |f:2.3.4|. Procedure details: 5-Fluoro-1-indanone from Aldrich Sigma Chemical Co. (Cat No. 18,566-3) was treated with benzenethiol in the presence of potassium carbonate using the procedure of step 4 of Example 1 to afford 5-phenylsulfanyl-indan-1-one. MS: 241 (M+H)+.